Dataset: the Open Reaction Database (ORD), a public repository of structured organic reaction records. Task: describe an organic reaction: reactants, conditions, products, and yield Procedure details: Phenylboronic acid (2.14 g, 17.59 mmol), potassium phosphate (4.50 g, 21.20 mmol), tetrakis(triphenylphosphine)palladium(0) (0.283 g, 0.24 mmol) and 3-iodo-5-nitro-benzoic acid methyl ester (3.00 g, 9.77 mmol) in dioxane (30 mL) were heated at 80° C. for 3 h. Saturated ammonium chloride was added and the product was extracted, washed with water, brine, dried over magnesium sulfate, and concentrated to dryness. Purification by chromatography gave 1.85 g of 5-nitro-biphenyl-3-carboxylic acid methy... Solvent: O1CCOCC1 (dioxane). The reactants are C1(=CC=CC=C1)B(O)O (Phenylboronic acid), P(=O)([O-])([O-])[O-].[K+].[K+].[K+] (potassium phosphate), COC(C1=CC(=CC(=C1)[N+](=O)[O-])I)=O (3-iodo-5-nitro-benzoic acid methyl ester), [Cl-].[NH4+] (ammonium chloride). Reagents/catalysts: C=1C=CC(=CC1)[P](C=2C=CC=CC2)(C=3C=CC=CC3)[Pd]([P](C=4C=CC=CC4)(C=5C=CC=CC5)C=6C=CC=CC6)([P](C=7C=CC=CC7)(C=8C=CC=CC8)C=9C=CC=CC9)[P](C=1C=CC=CC1)(C=1C=CC=CC1)C=1C=CC=CC1 (tetrakis(triphenylphosphine)palladium(0)). The yield is 73.6%. Reaction SMILES: [C:1]1(B(O)O)[CH:6]=[CH:5][CH:4]=[CH:3][CH:2]=1.P([O-])([O-])([O-])=O.[K+].[K+].[K+].[CH3:18][O:19][C:20](=[O:31])[C:21]1[CH:26]=[C:25]([N+:27]([O-:29])=[O:28])[CH:24]=[C:23](I)[CH:22]=1.[Cl-].[NH4+]>O1CCOCC1.C1C=CC([P]([Pd]([P](C2C=CC=CC=2)(C2C=CC=CC=2)C2C=CC=CC=2)([P](C2C=CC=CC=2)(C2C=CC=CC=2)C2C=CC=CC=2)[P](C2C=CC=CC=2)(C2C=CC=CC=2)C2C=CC=CC=2)(C2C=CC=CC=2)C2C=CC=CC=2)=CC=1>[CH3:18][O:19][C:20]([C:21]1[CH:22]=[C:23]([C:1]2[CH:6]=[CH:5][CH:4]=[CH:3][CH:2]=2)[CH:24]=[C:25]([N+:27]([O-:29])=[O:28])[CH:26]=1)=[O:31] |f:1.2.3.4,6.7,^1:43,45,64,83|. Yields the product COC(=O)C=1C=C(C=C(C1)[N+](=O)[O-])C1=CC=CC=C1 (5-nitro-biphenyl-3-carboxylic acid methyl ester). The reactants are COC=1C=C(C(=O)NN)C=CC1[N+](=O)[O-] (3-(methyloxy)-4-nitrobenzohydrazide), ClCC(=O)Cl (chloroacetyl chloride). The solvent is CCOC(=O)C (EtOAc). Reaction conditions: time 8 hour. Yields the product ClCC(=O)NNC(C1=CC(=C(C=C1)[N+](=O)[O-])OC)=O (N′-(chloroacetyl)-3-(methyloxy)-4-nitrobenzohydrazide). Isolated yield 63.6%. Reaction SMILES: [CH3:1][O:2][C:3]1[CH:4]=[C:5]([CH:10]=[CH:11][C:12]=1[N+:13]([O-:15])=[O:14])[C:6]([NH:8][NH2:9])=[O:7].[Cl:16][CH2:17][C:18](Cl)=[O:19]>CCOC(C)=O>[Cl:16][CH2:17][C:18]([NH:9][NH:8][C:6](=[O:7])[C:5]1[CH:10]=[CH:11][C:12]([N+:13]([O-:15])=[O:14])=[C:3]([O:2][CH3:1])[CH:4]=1)=[O:19]. Procedure: To 3-(methyloxy)-4-nitrobenzohydrazide (3.65 g, 17.3 mmol) in EtOAc (150 mL) was added chloroacetyl chloride (1.50 mL, 18.8 mmol). The reaction was stirred open to air overnight. The solid was filtered and washed with diethyl ether to provide the title compound (3.17 g, 11.0 mmol, 64%). 1H NMR (400 MHz, DMSO-d6) δ ppm 3.98 (s, 3H), 4.21 (s, 2H), 7.56 (dd, J=8.2, 1.6 Hz, 1H), 7.74 (d, J=1.8 Hz, 1H), 7.99 (d, J=8.1 Hz, 1H), 10.48-10.54 (m, 1H), 10.82 (d, J=1.5 Hz, 1H). Starting materials: NC1=NC(=CC(=C1C#N)C=1C=C(C=CC1)NC(=O)C1OC(CC1)=O)C1=C(C=CC=C1)O[Si](C)(C)C(C)(C)C (N-{3-[2-amino-6-(2-{[tert-butyl(dimethyl)silyl]oxy}phenyl)-3-cyano-4-pyridinyl]phenyl}-5-oxotetrahydro-2-furancarboxamide), n-tetrabutylammonium fluoride. Run in C1CCOC1 (THF), C1CCOC1 (THF). Conditions: time 30 minute. The product is NC1=NC(=CC(=C1C#N)C=1C=C(C=CC1)NC(=O)C1OC(CC1)=O)C1=C(C=CC=C1)O (N-{3-[2-amino-3-cyano-6-(2-hydroxyphenyl)-4-pyridinyl]phenyl}-5-oxotetrahydro-2-furancarboxamide). Isolated yield 93.4%. Reaction SMILES: [NH2:1][C:2]1[C:7]([C:8]#[N:9])=[C:6]([C:10]2[CH:11]=[C:12]([NH:16][C:17]([CH:19]3[CH2:23][CH2:22][C:21](=[O:24])[O:20]3)=[O:18])[CH:13]=[CH:14][CH:15]=2)[CH:5]=[C:4]([C:25]2[CH:30]=[CH:29][CH:28]=[CH:27][C:26]=2[O:31][Si](C(C)(C)C)(C)C)[N:3]=1>C1COCC1>[NH2:1][C:2]1[C:7]([C:8]#[N:9])=[C:6]([C:10]2[CH:11]=[C:12]([NH:16][C:17]([CH:19]3[CH2:23][CH2:22][C:21](=[O:24])[O:20]3)=[O:18])[CH:13]=[CH:14][CH:15]=2)[CH:5]=[C:4]([C:25]2[CH:30]=[CH:29][CH:28]=[CH:27][C:26]=2[OH:31])[N:3]=1. Procedure: To a cold (0° C.) solution of N-{3-[2-amino-6-(2-{[tert-butyl(dimethyl)silyl]oxy}phenyl)-3-cyano-4-pyridinyl]phenyl}-5-oxotetrahydro-2-furancarboxamide (0.400 g, 0.757 mmol) in THF (5 mL) was added dropwise a solution n-tetrabutylammonium fluoride in THF (1M, 2 mL). After being stirred for 30 minutes, the mixture was quenched with water (5 mL). The resulting precipitate was collected by filtration, washed with water and ethanol, and dried under reduced pressure to give N-{3-[2-amino-3-cyano-6-(2... The reactants are NC1=C(C=NN1C1=CC=CC=C1)C#N (5-Amino-1-phenylpyrazole-4-carbonitrile), [Na] (Sodium), C(CC(=O)OCC)(=O)OCC (diethyl malonate), [O-]CC.[Na+] (sodium ethoxide). The solvent is C(C)O (ethanol). Yields the product C(C)OC(=O)C1=C(C2=C(NC1=O)N(N=C2)C2=CC=CC=C2)N (4-Amino-6,7-dihydro-6-oxo-1-phenyl-1H-pyrazolo [3,4-b]pyridine-5-carboxylic acid ethyl ester). Yield: 40.2%. As a reaction SMILES: [Na].[O-]CC.[Na+].[C:6]([O:14]CC)(=O)[CH2:7][C:8]([O:10][CH2:11][CH3:12])=[O:9].[NH2:17][C:18]1[N:22]([C:23]2[CH:28]=[CH:27][CH:26]=[CH:25][CH:24]=2)[N:21]=[CH:20][C:19]=1[C:29]#[N:30]>C(O)C>[CH2:11]([O:10][C:8]([C:7]1[C:6](=[O:14])[NH:17][C:18]2[N:22]([C:23]3[CH:28]=[CH:27][CH:26]=[CH:25][CH:24]=3)[N:21]=[CH:20][C:19]=2[C:29]=1[NH2:30])=[O:9])[CH3:12] |f:1.2,^1:0|. Reported procedure: Sodium pellets (0.86 g, 37.4 mmol) were added carefully to dry ethanol (40 ml) in a round-bottomed flask with a condenser in place and under nitrogen. The resulting solution of sodium ethoxide was allowed to cool to room temperature before addition of diethyl malonate (4.74 ml, 31.2 mmol). 5-Amino-1-phenylpyrazole-4-carbonitrile (2.30 g, 12.5 mmol) was added portionwise and the mixture heated at reflux for 4 h. The mixture was cooled and the ethanol removed in vacuo. Water (25 ml) was added to t... Starting materials: CCOC(=O)C1(c2csc(NC)n2)C=CON1, CCO, Cl, [Na+], [OH-]. The product is CNc1nc(C2(C(=O)O)C=CON2)cs1. As a reaction SMILES: [CH2:1]([CH3:2])[O:3][C:4](=[O:5])[C:6]1([c:11]2[n:12][c:13]([NH:16][CH3:17])[s:14][cH:15]2)[NH:7][O:8][CH:9]=[CH:10]1.[CH3:21][CH2:22][OH:23].[ClH:20].[Na+:19].[OH-:18]>>[O:3]=[C:4]([OH:5])[C:6]1([c:11]2[n:12][c:13]([NH:16][CH3:17])[s:14][cH:15]2)[NH:7][O:8][CH:9]=[CH:10]1.